From a dataset of the Open Reaction Database (ORD), a public repository of structured organic reaction records. describe an organic reaction: reactants, conditions, products, and yield Starting materials: CCOCC (Et2O), FC1=C(C=O)C=C(C=C1)[N+](=O)[O-] (2-fluoro-5-nitro-benzaldehyde), C(CO)O (ethylene glycol), B(F)(F)F (BF3). Run in C(C)(=O)O (acetic acid). Run at temperature 45 celsius. Yields the product C1COC(C2=C(C=CC(=C2)[N+](=O)[O-])F)O1 (2-fluoro-5-nitro-benzaldehyde ethylene ketal). Reaction SMILES: [F:1][C:2]1[CH:9]=[CH:8][C:7]([N+:10]([O-:12])=[O:11])=[CH:6][C:3]=1[CH:4]=[O:5].[CH2:13](O)[CH2:14][OH:15].B(F)(F)F.CCOCC>C(O)(=O)C>[CH2:14]1[O:15][CH:4]([C:3]2[CH:6]=[C:7]([N+:10]([O-:12])=[O:11])[CH:8]=[CH:9][C:2]=2[F:1])[O:5][CH2:13]1. Reported procedure: A solution of 2-fluoro-5-nitro-benzaldehyde (25.0 g, 148 mmol), ethylene glycol (160 mL, 2.87 mol) in acetic acid (625 mL) was heated to 55° C. for 15 min. The temperature was then adjusted to 45° C., at which time BF3 --Et2O (20 mL, 20 mmol) was added dropwise (30 min). After an additionl 60 min at 45° C. the solution was cooled to room temperature, and poured onto ice (1 L). The resulting solid was filtered, pressed dry, and dried in vacuo to afford the title compound as white flakes (18.81 g,...